Dataset: the Open Reaction Database (ORD), a public repository of structured organic reaction records. Task: describe an organic reaction: reactants, conditions, products, and yield RXN SMILES: [CH3:53][N:54]([CH3:55])[CH2:56][CH2:57][CH2:58][N:59]=[C:60]=[N:61][CH2:62][CH3:63].[CH:43]([N:44]([CH:45]([CH3:46])[CH3:47])[CH2:48][CH3:49])([CH3:50])[CH3:51].[ClH:52].[NH2:1][CH:2]1[c:3]2[c:4]([cH:14][cH:15][cH:16][cH:17]2)-[c:5]2[c:6]([cH:10][cH:11][cH:12][cH:13]2)[NH:7][C:8]1=[O:9].[O:64]1[CH2:65][CH2:66][CH2:67][CH2:68]1.[OH2:32].[OH:18][C:19]([C:20](=[O:21])[OH:22])([C:23](=[O:24])[NH:25][CH2:26][C:27]([F:28])([F:29])[F:30])[CH3:31].[OH:33][n:34]1[c:35]2[cH:36][cH:37][cH:38][cH:39][c:40]2[n:41][n:42]1>>[NH:1]([CH:2]1[c:3]2[c:4]([cH:14][cH:15][cH:16][cH:17]2)-[c:5]2[c:6]([cH:10][cH:11][cH:12][cH:13]2)[NH:7][C:8]1=[O:9])[C:20]([C:19]([OH:18])([C:23](=[O:24])[NH:25][CH2:26][C:27]([F:28])([F:29])[F:30])[CH3:31])=[O:21]. Starting materials: CCN=C=NCCCN(C)C, CCN(C(C)C)C(C)C, Cl, NC1C(=O)Nc2ccccc2-c2ccccc21, C1CCOC1, O, CC(O)(C(=O)O)C(=O)NCC(F)(F)F, On1nnc2ccccc21. Product: CC(O)(C(=O)NCC(F)(F)F)C(=O)NC1C(=O)Nc2ccccc2-c2ccccc21.